This data is from the Open Reaction Database (ORD), a public repository of structured organic reaction records. The task is: describe an organic reaction: reactants, conditions, products, and yield The reactants are C1CCOC1, CCCC[N+](CCCC)(CCCC)CCCC, [F-], O=Cc1cccc(C(=O)C(C(=O)c2cccc(F)c2)=C2Nc3ccccc3N2)c1, O=P(CC(F)(F)F)(c1ccccc1)c1ccccc1. Product: O=C(C(C(=O)c1cccc(C=CC(F)(F)F)c1)=C1Nc2ccccc2N1)c1cccc(F)c1. Reaction SMILES: [CH2:67]1[O:68][CH2:69][CH2:70][CH2:71]1.[CH3:2][CH2:3][CH2:4][CH2:5][N+:6]([CH2:7][CH2:8][CH2:9][CH3:10])([CH2:11][CH2:12][CH2:13][CH3:14])[CH2:15][CH2:16][CH2:17][CH3:18].[F-:1].[NH:19]1[C:20](=[C:28]([C:29](=[O:30])[c:31]2[cH:32][c:33]([CH:34]=[O:35])[cH:36][cH:37][cH:38]2)[C:39](=[O:40])[c:41]2[cH:42][c:43]([F:47])[cH:44][cH:45][cH:46]2)[NH:21][c:22]2[c:23]1[cH:24][cH:25][cH:26][cH:27]2.[c:48]1([P:49](=[O:50])([c:51]2[cH:52][cH:53][cH:54][cH:60][cH:61]2)[CH2:55][C:56]([F:57])([F:58])[F:59])[cH:62][cH:63][cH:64][cH:65][cH:66]1>>[NH:19]1[C:20](=[C:28]([C:29](=[O:30])[c:31]2[cH:32][c:33]([CH:34]=[CH:55][C:56]([F:57])([F:58])[F:59])[cH:36][cH:37][cH:38]2)[C:39](=[O:40])[c:41]2[cH:42][c:43]([F:47])[cH:44][cH:45][cH:46]2)[NH:21][c:22]2[c:23]1[cH:24][cH:25][cH:26][cH:27]2. The reactants are ClCCCl, C[Si](C)(C)CCOCn1cc(C(=O)O)c2nc(C3CC3)cnc21, CCN(C(C)C)C(C)C, CC(C)(C)C(N)C(=O)N1CCC(O)(c2ccccc2)CC1, CN(C)C=O, On1nnc2ccccc21. Yields the product CC(C)(C)C(NC(=O)c1cn(COCC[Si](C)(C)C)c2ncc(C3CC3)nc12)C(=O)N1CCC(O)(c2ccccc2)CC1. Reaction SMILES: [CH2:55]([Cl:56])[CH2:57][Cl:58].[CH:1]1([c:4]2[n:5][c:6]3[c:7]([n:8][cH:9]2)[n:10]([CH2:16][O:17][CH2:18][CH2:19][Si:20]([CH3:21])([CH3:22])[CH3:23])[cH:11][c:12]3[C:13](=[O:14])[OH:15])[CH2:2][CH2:3]1.[CH:59]([N:60]([CH2:61][CH3:62])[CH:63]([CH3:64])[CH3:65])([CH3:66])[CH3:67].[NH2:24][CH:25]([C:26](=[O:27])[N:28]1[CH2:29][CH2:30][C:31]([c:34]2[cH:35][cH:36][cH:37][cH:38][cH:39]2)([OH:40])[CH2:32][CH2:33]1)[C:41]([CH3:42])([CH3:43])[CH3:44].[O:68]=[CH:69][N:70]([CH3:71])[CH3:72].[OH:45][n:46]1[c:47]2[c:48]([cH:49][cH:50][cH:51][cH:52]2)[n:53][n:54]1>>[CH:1]1([c:4]2[n:5][c:6]3[c:7]([n:8][cH:9]2)[n:10]([CH2:16][O:17][CH2:18][CH2:19][Si:20]([CH3:21])([CH3:22])[CH3:23])[cH:11][c:12]3[C:13](=[O:14])[NH:24][CH:25]([C:26](=[O:27])[N:28]2[CH2:29][CH2:30][C:31]([c:34]3[cH:35][cH:36][cH:37][cH:38][cH:39]3)([OH:40])[CH2:32][CH2:33]2)[C:41]([CH3:42])([CH3:43])[CH3:44])[CH2:2][CH2:3]1.